Dataset: the Open Reaction Database (ORD), a public repository of structured organic reaction records. Task: describe an organic reaction: reactants, conditions, products, and yield Reactants: 49.8, FC1=C2C(C(=O)OC2=O)=CC=C1 (3-fluorophthalic anhydride), NC(=O)N (urea), S1(=O)(=O)CCCC1 (sulfolane), C(=O)=O (carbon dioxide). Conditions: time 15 minute. Yields the product FC1=C2C(C(=O)NC2=O)=CC=C1 (3-fluorophthalimide). RXN SMILES: [F:1][C:2]1[CH:12]=[CH:11][CH:10]=[C:4]2[C:5]([O:7][C:8](=O)[C:3]=12)=[O:6].[NH2:13]C(N)=O.S1(CCCC1)(=O)=O.C(=O)=O>>[F:1][C:2]1[CH:12]=[CH:11][CH:10]=[C:4]2[C:5]([NH:13][C:8](=[O:7])[C:3]=12)=[O:6]. Reported procedure: A mixture of 49.8 parts (0.3 mole) of 3-fluorophthalic anhydride and 9.9 parts (0.165 mole) of urea in 126 parts of sulfolane is heated at 125°-130° C., while stirring. The mixture is stirred for 30 minutes, when the evolution of carbon dioxide is complete, after which stirring is continued for a further 15 minutes at 168° C. The solvent is distilled off (98 parts) at a bath temperature of 130°-160° C. under 0.3 mbar. A gas chromatogram shows that it contains 2.75 parts of 3-fluorophthalimide. T... Starting materials: ClC1=C(C=CC=C1)C1=CC=C(C=C1)C1CCC(=O)O1 (γ-(2'-chloro-4-biphenylyl)-γ-butyrolactone), CO (methanol), [OH-].[Na+] (sodium hydroxide). The solvent is O (water). Reaction conditions: time 2 hour. The product is ClC1=C(C=CC=C1)C1=CC=C(C=C1)C(CCC(=O)O)O (4-(2'-Chloro-4-biphenylyl)-4-hydroxy-butyric acid). Reaction SMILES: [Cl:1][C:2]1[CH:7]=[CH:6][CH:5]=[CH:4][C:3]=1[C:8]1[CH:13]=[CH:12][C:11]([CH:14]2[O:19][C:17](=[O:18])[CH2:16][CH2:15]2)=[CH:10][CH:9]=1.C[OH:21].[OH-].[Na+]>O>[Cl:1][C:2]1[CH:7]=[CH:6][CH:5]=[CH:4][C:3]=1[C:8]1[CH:9]=[CH:10][C:11]([CH:14]([OH:19])[CH2:15][CH2:16][C:17]([OH:18])=[O:21])=[CH:12][CH:13]=1 |f:2.3|. Procedure details: A mixture of 5.44 gm (0.02 mol) of γ-(2'-chloro-4-biphenylyl)-γ-butyrolactone (b.p. 212°-213° C. at 0.03 mm Hg), 50 ml of methanol, 1 gm of sodium hydroxide and 2 ml of water was boiled for 2 hours. The reaction mixture was then evaporated, the residue was distributed between dilute hydrochloric acid and ethyl acetate, and the cyclohexylamine salt was precipitated from the washed and dried ethyl acetate solution. Yield: 5.8 gm m.p. of the cyclohexylamine salt: 158°-159° C. (from water). The reactants are O1CCN(CC1)C=C[N+](=O)[O-] (1-Morpholino-2-nitroethene), NC=1C=C2CCCC2=CC1C(C1=C(C=CC=C1)Cl)=O (5-amino-6-(2-chlorobenzoyl)indan), Cl (HCl), CC(=O)C (acetone). Run in O (water). Reaction conditions: time 1 hour. Yields the product ClC1=C(C(=O)C2=C(C=C3CCCC3=C2)NC=C[N+](=O)[O-])C=CC=C1 (6-(2-chlorobenzoyl)-5-(2-nitroethenylamino)indan). Yield: 95.1%. RXN SMILES: O1[CH2:6][CH2:5][N:4]([CH:7]=[CH:8][N+:9]([O-:11])=[O:10])CC1.NC1C=[C:15]2[C:19](=[CH:20][C:21]=1[C:22](=[O:30])[C:23]1[CH:28]=[CH:27][CH:26]=[CH:25][C:24]=1[Cl:29])[CH2:18][CH2:17][CH2:16]2.Cl.CC(C)=O>O>[Cl:29][C:24]1[CH:25]=[CH:26][CH:27]=[CH:28][C:23]=1[C:22]([C:21]1[CH:20]=[C:19]2[C:18]([CH2:17][CH2:16][CH2:15]2)=[CH:6][C:5]=1[NH:4][CH:7]=[CH:8][N+:9]([O-:11])=[O:10])=[O:30]. Procedure details: 1-Morpholino-2-nitroethene (3.93 g) was added to a mixture of 5-amino-6-(2-chlorobenzoyl)indan (4.50 g), 6N HCl (15 ml) and acetone (45 ml) and the whole mixture was stirred at room temperature for one hour. To this reaction mixture was added water to give crystals of 6-(2-chlorobenzoyl)-5-(2-nitroethenylamino)indan (5.40 g, 95.2%). Recrystallization from ethanol gave yellow needles, mp. 225°-226° C. Reactants: [H-].[Al+3].[Li+].[H-].[H-].[H-] (lithium aluminum hydride), CC(C(=O)O)(C)C1=CC=C(C=C1)Cl (2-methyl-2-(4-chlorophenyl)propanoic acid). The solvent is C(C)OCC (diethyl ether), C(C)OCC (diethyl ether). Conditions: time 18 hour. The product is CC(CO)(C)C1=CC=C(C=C1)Cl (2-methyl-2-(4-chlorophenyl)propanol). The yield is 99.9%. As a reaction SMILES: [H-].[Al+3].[Li+].[H-].[H-].[H-].[CH3:7][C:8]([C:13]1[CH:18]=[CH:17][C:16]([Cl:19])=[CH:15][CH:14]=1)([CH3:12])[C:9](O)=[O:10]>C(OCC)C>[CH3:12][C:8]([C:13]1[CH:14]=[CH:15][C:16]([Cl:19])=[CH:17][CH:18]=1)([CH3:7])[CH2:9][OH:10] |f:0.1.2.3.4.5|. Reported procedure: A stirring mixture of 5.4 grams (0.136 mole) of lithium aluminum hydride in 300 mL of diethyl ether is cooled in an ice-water bath, and a solution of 45.0 grams (0.226 mole) of 2-methyl-2-(4-chlorophenyl)propanoic acid in 300 mL of diethyl ether is added dropwise during a one hour period. Upon completion of addition, the reaction mixture is allowed to warm to ambient temperature where it is stirred for about 18 hours. After this time the reaction mixture is cooled in an ice-water bath, and the r... Reactants: FC1=CC=C(N)C=C1 (4-Fluoroaniline), C=C(C(=O)O)CC(=O)O (2-methylenebutanedioic acid). The product is FC1=CC=C(C=C1)N1CC(CC1=O)C(=O)O (1-(4-fluorophenyl)-5-oxopyrrolidine-3-carboxylic acid). As a reaction SMILES: [F:1][C:2]1[CH:8]=[CH:7][C:5]([NH2:6])=[CH:4][CH:3]=1.[CH2:9]=[C:10]([CH2:14][C:15](O)=[O:16])[C:11]([OH:13])=[O:12]>>[F:1][C:2]1[CH:8]=[CH:7][C:5]([N:6]2[C:15](=[O:16])[CH2:14][CH:10]([C:11]([OH:13])=[O:12])[CH2:9]2)=[CH:4][CH:3]=1. Procedure: 4-Fluoroaniline (0.7 ml, 7.6 mmol) was added to 2-methylenebutanedioic acid (1.0 g, 7.6 mmol) in a sealed tube. The mixture was heated to 110 degrees for 3 hours after which a precipitate formed. The reaction was filtered and the solid was dissolved in ethyl acetate and concetrated to yield 1-(4-fluorophenyl)-5-oxopyrrolidine-3-carboxylic acid (M+1=223.8). The product was taken to next step without determining mass.